From a dataset of the Open Reaction Database (ORD), a public repository of structured organic reaction records. describe an organic reaction: reactants, conditions, products, and yield The reactants are CCOc1cc(C(C)(C)C)ncc1C1=NC(C)(c2ccc(Cl)cc2)C(C)(c2ccc(Cl)cc2)N1C(=O)N1CCC(CC(=O)O)CC1, CCC(C)c1ccc(N)cc1. Product: CCOc1cc(C(C)(C)C)ncc1C1=NC(C)(c2ccc(Cl)cc2)C(C)(c2ccc(Cl)cc2)N1C(=O)N1CCC(CC(=O)Nc2ccc(C(C)CC)cc2)CC1. Reaction SMILES: [C:1]([CH3:2])([CH3:3])([CH3:4])[c:5]1[cH:6][c:7]([O:44][CH2:45][CH3:46])[c:8]([C:11]2=[N:15][C:14]([CH3:16])([c:17]3[cH:18][cH:19][c:20]([Cl:23])[cH:21][cH:22]3)[C:13]([CH3:24])([c:25]3[cH:26][cH:27][c:28]([Cl:31])[cH:29][cH:30]3)[N:12]2[C:32](=[O:33])[N:34]2[CH2:35][CH2:36][CH:37]([CH2:40][C:41](=[O:42])[OH:43])[CH2:38][CH2:39]2)[cH:9][n:10]1.[CH:47]([CH3:48])([CH2:49][CH3:50])[c:51]1[cH:52][cH:53][c:54]([NH2:57])[cH:55][cH:56]1>>[C:1]([CH3:2])([CH3:3])([CH3:4])[c:5]1[cH:6][c:7]([O:44][CH2:45][CH3:46])[c:8]([C:11]2=[N:15][C:14]([CH3:16])([c:17]3[cH:18][cH:19][c:20]([Cl:23])[cH:21][cH:22]3)[C:13]([CH3:24])([c:25]3[cH:26][cH:27][c:28]([Cl:31])[cH:29][cH:30]3)[N:12]2[C:32](=[O:33])[N:34]2[CH2:35][CH2:36][CH:37]([CH2:40][C:41](=[O:43])[NH:57][c:54]3[cH:53][cH:52][c:51]([CH:47]([CH3:48])[CH2:49][CH3:50])[cH:56][cH:55]3)[CH2:38][CH2:39]2)[cH:9][n:10]1. The reactants are thione, Cl.NCCS (cysteamine hydrochloride), [N+](=O)(O)[O-] (nitric acid), [N+](=O)([O-])[O-].[Na+] (sodium nitrate), CN1C(=NN=C1)CBr (4-methyl-3-bromomethyl-1,2,4-triazole), CN1C(=NN=C1)CO (4-methyl-3-hydroxymethyl-1,2,4-triazole). Solvent: Br (hydrobromic acid), O (water), Br (hydrobromic acid). Yields the product Br.Br.NCCC1=NN=CN1C (3-(2-aminoethyl)-4-methyl-1,2,4-triazole dihydrobromide). As a reaction SMILES: [N+]([O-])(O)=O.[N+]([O-])([O-])=O.[Na+].[CH3:10][N:11]1[CH:15]=[N:14][N:13]=[C:12]1[CH2:16][Br:17].[CH3:18][N:19]1C=NN=C1CO.Cl.NCCS>Br.O>[BrH:17].[BrH:17].[NH2:19][CH2:18][CH2:16][C:12]1[N:11]([CH3:10])[CH:15]=[N:14][N:13]=1 |f:1.2,5.6,9.10.11|. Reported procedure: The thione (44 g.) was desulphurised by slow addition to a solution prepared from nitric acid (75 ml.), water (150 ml.) and sodium nitrate (1.5 g.) at 15°-20°. Following subsequent basification with sodium carbonate and concentration, the residue was extracted with ethanolether 1 l and distilled to afford 3-ethoxymethyl-4-methyl-1,2,4-triazle (30 g.). b.p. 154°-156°/0.05 mm. The above compound (15 g.) dissolved in 48% aqueous hydrobromic acid (150 ml.) was heated under reflux for 24 hours, conce... Reactants: ClC1=C(C=NC2=CC(=C(C=C12)OC)OC)C#N (4-chloro-6,7-dimethoxy-3-quinolinecarbonitrile), ClC1=CC(=C(N)C=C1O)F (4-chloro-2-fluoro-5-hydroxyaniline), Cl.N1=CC=CC=C1 (pyridine hydrochloride), C(C)OC(C)O (ethoxyethanol), C([O-])([O-])=O.[Na+].[Na+] (sodium carbonate). The solvent is O (water). Product: ClC1=CC(=C(C=C1O)NC1=C(C=NC2=CC(=C(C=C12)OC)OC)C#N)F (4-(4-chloro-2-fluoro-5-hydroxy-phenylamino)-6,7-dimethoxy-quinoline-3-carbonitrile). Isolated yield 87.0%. Reaction SMILES: Cl[C:2]1[C:11]2[C:6](=[CH:7][C:8]([O:14][CH3:15])=[C:9]([O:12][CH3:13])[CH:10]=2)[N:5]=[CH:4][C:3]=1[C:16]#[N:17].[Cl:18][C:19]1[C:25]([OH:26])=[CH:24][C:22]([NH2:23])=[C:21]([F:27])[CH:20]=1.Cl.N1C=CC=CC=1.C(OC(O)C)C.C(=O)([O-])[O-].[Na+].[Na+]>O>[Cl:18][C:19]1[C:25]([OH:26])=[CH:24][C:22]([NH:23][C:2]2[C:11]3[C:6](=[CH:7][C:8]([O:14][CH3:15])=[C:9]([O:12][CH3:13])[CH:10]=3)[N:5]=[CH:4][C:3]=2[C:16]#[N:17])=[C:21]([F:27])[CH:20]=1 |f:2.3,5.6.7|. Reported procedure: A mixture of 0.25 g of 4-chloro-6,7-dimethoxy-3-quinolinecarbonitrile, 0.195 g of 4-chloro-2-fluoro-5-hydroxyaniline, 0.116 g of pyridine hydrochloride, and 3 ml of ethoxyethanol was stirred under nitrogen, at reflux temperature for 1 h. The mixture was cooled and added to 10 ml of water. To this mixture was added sodium carbonate until pH 9. The product was collected, washed with water, and dried to give 0.327 g of 4-(4-chloro-2-fluoro-5-hydroxy-phenylamino)-6,7-dimethoxy-quinoline-3-carbonitri... The product is O=C(O)c1nc(-c2ccc(Cl)cc2)n(-c2ccc(Cl)cc2Cl)n1. Starting materials: CO, COC(=O)c1nc(-c2ccc(Cl)cc2)n(-c2ccc(Cl)cc2Cl)n1, [K+], [OH-]. As a reaction SMILES: [CH3:27][OH:28].[Cl:1][c:2]1[cH:3][cH:4][c:5](-[c:8]2[n:9][c:10]([C:21](=[O:22])[O:23][CH3:24])[n:11][n:12]2-[c:13]2[c:14]([Cl:20])[cH:15][c:16]([Cl:19])[cH:17][cH:18]2)[cH:6][cH:7]1.[K+:26].[OH-:25]>>[Cl:1][c:2]1[cH:3][cH:4][c:5](-[c:8]2[n:9][c:10]([C:21](=[O:22])[OH:23])[n:11][n:12]2-[c:13]2[c:14]([Cl:20])[cH:15][c:16]([Cl:19])[cH:17][cH:18]2)[cH:6][cH:7]1. Starting materials: N(=NC(=O)OCC)C(=O)OCC (diethyl azodicarboxylate), CC1=C(N=C(O1)C1=CC=CC=C1)/C=C/C1=CC=C(C=C1)CO ([4-[(E)-2-(5-methyl-2-phenyl-4-oxazolyl)ethenyl]phenyl]methanol), OC1=C(C=CC=C1)CC(=O)OC (methyl 2-(2-hydroxyphenyl)acetate), C1(=CC=CC=C1)P(C1=CC=CC=C1)C1=CC=CC=C1 (triphenylphosphine). Run in C(C)(=O)OCC (ethyl acetate), C1(=CC=CC=C1)C (toluene), O1CCCC1 (tetrahydrofuran). Conditions: time 15 hour. Product: CC1=C(N=C(O1)C1=CC=CC=C1)/C=C/C1=CC=C(COC2=C(C=CC=C2)CC(=O)OC)C=C1 (methyl 2-[2-[4-[(E)-2-(5-methyl-2-phenyl-4-oxazolyl)ethenyl]benzyloxy]phenyl]acetate). Yield: 66.0%. Reaction SMILES: [CH3:1][C:2]1[O:6][C:5]([C:7]2[CH:12]=[CH:11][CH:10]=[CH:9][CH:8]=2)=[N:4][C:3]=1/[CH:13]=[CH:14]/[C:15]1[CH:20]=[CH:19][C:18]([CH2:21][OH:22])=[CH:17][CH:16]=1.O[C:24]1[CH:29]=[CH:28][CH:27]=[CH:26][C:25]=1[CH2:30][C:31]([O:33][CH3:34])=[O:32].C1(P(C2C=CC=CC=2)C2C=CC=CC=2)C=CC=CC=1.N(C(OCC)=O)=NC(OCC)=O>C1(C)C=CC=CC=1.C(OCC)(=O)C.O1CCCC1>[CH3:1][C:2]1[O:6][C:5]([C:7]2[CH:8]=[CH:9][CH:10]=[CH:11][CH:12]=2)=[N:4][C:3]=1/[CH:13]=[CH:14]/[C:15]1[CH:16]=[CH:17][C:18]([CH2:21][O:22][C:24]2[CH:29]=[CH:28][CH:27]=[CH:26][C:25]=2[CH2:30][C:31]([O:33][CH3:34])=[O:32])=[CH:19][CH:20]=1. Reported procedure: To a mixture of [4-[(E)-2-(5-methyl-2-phenyl-4-oxazolyl)ethenyl]phenyl]methanol (0.50 g), methyl 2-(2-hydroxyphenyl)acetate (0.27 g), triphenylphosphine (0.63 g) and tetrahydrofuran (30 mL) was dropwise added a solution (40%, 1.04 g) of diethyl azodicarboxylate in toluene at room temperature, and the mixture was stirred for 15 hrs. To the reaction mixture was added ethyl acetate, the mixture was washed successively with water, a 2N aqueous sodium hydroxide solution and saturated brine, dried ove... Starting materials: BrC=1C=NC=CC1 (3-bromopyridine), C(C(C)C)N1N=CC(=C1)C1=CC=C(C=C1)NC(=O)C1CNC1 (N-(4-(1-isobutyl-1H-pyrazol-4-yl)phenyl)azetidine-3-carboxamide), N1CC(C1)C(=O)NC1=CC=C(OC2CCN(CC2)C(=O)OC(C)(C)C)C=C1 (tert-butyl 4-(4-(azetidine-3-carboxamido)phenoxy)piperidine-1-carboxylate). Product: CC(CN1N=CC(=C1)C1=CC=C(C=C1)NC(=O)C1CN(C1)C1=CN=NC=C1)C (N-{4-[1-(2-methylpropyl)-1H-pyrazol-4-yl]phenyl}-1-(pyridazin-4-yl)azetidine-3-carboxamide). RXN SMILES: Br[C:2]1[CH:3]=[N:4]C=[CH:6][CH:7]=1.[CH2:8]([N:12]1[CH:16]=[C:15]([C:17]2[CH:22]=[CH:21][C:20]([NH:23][C:24]([CH:26]3[CH2:29][NH:28][CH2:27]3)=[O:25])=[CH:19][CH:18]=2)[CH:14]=[N:13]1)[CH:9]([CH3:11])[CH3:10].[NH:30]1CC(C(NC2C=CC(OC3CCN(C(OC(C)(C)C)=O)CC3)=CC=2)=O)C1>>[CH3:10][CH:9]([CH3:11])[CH2:8][N:12]1[CH:16]=[C:15]([C:17]2[CH:22]=[CH:21][C:20]([NH:23][C:24]([CH:26]3[CH2:27][N:28]([C:7]4[CH:2]=[CH:3][N:4]=[N:30][CH:6]=4)[CH2:29]3)=[O:25])=[CH:19][CH:18]=2)[CH:14]=[N:13]1. Procedure details: The title compound was prepared as described in Example 1C, substituting 4-bromopyridazine for 3-bromopyridine and N-(4-(1-isobutyl-1H-pyrazol-4-yl)phenyl)azetidine-3-carboxamide for tert-butyl 4-(4-(azetidine-3-carboxamido)phenoxy)piperidine-1-carboxylate. 1H NMR (300 MHz, DMSO-d6) δ ppm 10.10 (s, 1H), 8.61 (d, J=6.0 Hz, 1H), 8.51 (d, J=3.0 Hz, 1H), 8.08 (s, 1H), 7.81 (s, 1H), 7.64-7.56 (m, 2H), 7.55-7.48 (m, 2H), 6.55 (dd, J=6.0, 3.0 Hz, 1H), 4.31-3.96 (m, 4H), 3.91 (d, J=7.1 Hz, 2H), 3.74 (s,...